Dataset: the Open Reaction Database (ORD), a public repository of structured organic reaction records. Task: describe an organic reaction: reactants, conditions, products, and yield Starting materials: BrCCBr (1,2-dibromoethane), [Cl-].[Li+] (lithium chloride), Cl[Si](C)(C)C (Chlorotrimethylsilane), II (iodine), BrC=1C(=NN2C=NC3=C(C21)SC=C3)C (9-Bromo-8-methylpyrazolo[1,5-c]thieno[2,3-e]pyrimidine), C1(CCCCC1)P(C1=C(C=CC=C1)C1=C(C=CC=C1OC)OC)C1CCCCC1 (2-(dicyclohexylphosphino)-2′,6′-dimethoxy-1,1′-biphenyl), I[C@@H]1CC[C@H](CC1)CC#N ((trans-4-Iodocyclohexyl)acetonitrile). The reagents and catalysts are [Zn] (Zinc). The solvent is C1CCOC1 (THF), C1CCOC1 (THF), C1(=CC=CC=C1)C (toluene), C1CCOC1 (THF). Conditions: temperature 140 celsius, time 10 minute. Product: CC1=NN2C=NC3=C(C2=C1[C@@H]1CC[C@H](CC1)CC#N)SC=C3 ([trans-4-(8-Methylpyrazolo[1,5-c]thieno[2,3-e]pyrimidin-9-yl)cyclohexyl]acetonitrile). The yield is 5.7%. As a reaction SMILES: [Cl-].[Li+].BrCCBr.Cl[Si](C)(C)C.II.I[C@H:15]1[CH2:20][CH2:19][C@H:18]([CH2:21][C:22]#[N:23])[CH2:17][CH2:16]1.Br[C:25]1[C:26]([CH3:37])=[N:27][N:28]2[C:33]=1[C:32]1[S:34][CH:35]=[CH:36][C:31]=1[N:30]=[CH:29]2.C1(P(C2CCCCC2)C2C=CC=CC=2C2C(OC)=CC=CC=2OC)CCCCC1>C1COCC1.C1(C)C=CC=CC=1.[Zn]>[CH3:37][C:26]1[C:25]([C@H:15]2[CH2:20][CH2:19][C@H:18]([CH2:21][C:22]#[N:23])[CH2:17][CH2:16]2)=[C:33]2[N:28]([CH:29]=[N:30][C:31]3[CH:36]=[CH:35][S:34][C:32]=32)[N:27]=1 |f:0.1|. Procedure details: A microwave tube equipped with a magnetic stir bar and a rubber septum was charged with lithium chloride (44.9 mg, 1.06 mmol). The vial was heated at 140° C. for 10 min under high vacuum and backfilled with nitrogen after cooling to room temperature. Zinc (69.3 mg, 1.06 mmol) was added and the vial was heated at 140° C. for 10 min under high vacuum and backfilled with nitrogen. After cooling to room temperature, THF (0.6 mL) and 1,2-dibromoethane (3.4 μL, 0.040 mmol) was added via syringe. The m... The reactants are COCN(c1cc(Cl)cnc1C(O)c1cccnc1NC(=O)OC(C)(C)C)S(=O)(=O)c1ccc(Cl)c(C(F)(F)F)c1, C1CCOC1, O=[Mn]=O. Product: COCN(c1cc(Cl)cnc1C(=O)c1cccnc1NC(=O)OC(C)(C)C)S(=O)(=O)c1ccc(Cl)c(C(F)(F)F)c1. As a reaction SMILES: [C:1]([CH3:2])([CH3:3])([CH3:4])[O:5][C:6]([NH:7][c:8]1[n:9][cH:10][cH:11][cH:12][c:13]1[CH:14]([OH:15])[c:16]1[n:17][cH:18][c:19]([Cl:40])[cH:20][c:21]1[N:22]([CH2:23][O:24][CH3:25])[S:26](=[O:27])(=[O:28])[c:29]1[cH:30][c:31]([C:36]([F:37])([F:38])[F:39])[c:32]([Cl:35])[cH:33][cH:34]1)=[O:41].[CH2:42]1[O:43][CH2:44][CH2:45][CH2:46]1.[O:47]=[Mn:48]=[O:49]>>[C:1]([CH3:2])([CH3:3])([CH3:4])[O:5][C:6]([NH:7][c:8]1[n:9][cH:10][cH:11][cH:12][c:13]1[C:14](=[O:15])[c:16]1[n:17][cH:18][c:19]([Cl:40])[cH:20][c:21]1[N:22]([CH2:23][O:24][CH3:25])[S:26](=[O:27])(=[O:28])[c:29]1[cH:30][c:31]([C:36]([F:37])([F:38])[F:39])[c:32]([Cl:35])[cH:33][cH:34]1)=[O:41]. Product: ClC1=CC=C(C=C1)C1(C(=O)OCC)C(C)(C)O1 (ethyl 2-(4-chlorophenyl)-2,3-epoxy-3-methylbutanoate). Yield: 70.3%. The solvent is ClCCl (dichloromethane). Reactants: ClC1=CC=C(C=C1)C(C(=O)OCC)=C(C)C (ethyl 2-(4-chlorophenyl)-3-methylbut-2-enoate), ClC1=CC(=CC=C1)C(=O)OO (m-chloroperbenzoic acid), [OH-].[Na+] (sodium hydroxide), O (water), ClC1=CC(=CC=C1)C(=O)OO (m-chloroperbenzoic acid). Run at time 48 hour. The reagents and catalysts are II (iodine), II (iodine). Procedure details: A solution of ethyl 2-(4-chlorophenyl)-3-methylbut-2-enoate (11.4 g, 0.048 mol), prepared in Example 1c, m-chloroperbenzoic acid (15.7 g, 0.050 mol) and iodine (0.1 g) in dichloromethane (400 ml) was stirred for 48 hours at 50°-55° c. During this period, the course of the reaction was monitored by analytical thin layer chromatography and three further portions (2.0 g) of m-chloroperbenzoic acid and two further portions (0.1 g) of iodine were added to the mixture. The precipitate which formed dur... As a reaction SMILES: [Cl:1][C:2]1[CH:7]=[CH:6][C:5]([C:8](=[C:14]([CH3:16])[CH3:15])[C:9]([O:11][CH2:12][CH3:13])=[O:10])=[CH:4][CH:3]=1.ClC1C=CC=C(C(OO)=[O:25])C=1.[OH-].[Na+].O>ClCCl.II>[Cl:1][C:2]1[CH:3]=[CH:4][C:5]([C:8]2([O:25][C:14]2([CH3:15])[CH3:16])[C:9]([O:11][CH2:12][CH3:13])=[O:10])=[CH:6][CH:7]=1 |f:2.3|. The reactants are solid, C1(C=2C(C(=O)O1)=CC=CC2)=O (phthalic anhydride), ClC1=C(C(=C(C(=C1Cl)CN)Cl)Cl)CN (2,3,5,6-tetrachloro-p-xylylenediamine). Solvent: CN1C(CCC1)=O (N-methyl-2-pyrrolidone). Product: ClC1=C(C(=C(C(=C1Cl)CN1C(C=2C(C1=O)=CC=CC2)=O)Cl)Cl)CN2C(C=1C(C2=O)=CC=CC1)=O (N,N'-(2,3,5,6-tetrachloro-p-xylylene)-bis-phthalimide). RXN SMILES: [Cl:1][C:2]1[C:7]([Cl:8])=[C:6]([CH2:9][NH2:10])[C:5]([Cl:11])=[C:4]([Cl:12])[C:3]=1[CH2:13][NH2:14].[C:15]1(=[O:25])O[C:18](=[O:19])[C:17]2=[CH:21][CH:22]=[CH:23][CH:24]=[C:16]12>CN1CCCC1=O>[Cl:1][C:2]1[C:7]([Cl:8])=[C:6]([CH2:9][N:10]2[C:18](=[O:19])[C:17]3=[CH:21][CH:22]=[CH:23][CH:24]=[C:16]3[C:15]2=[O:25])[C:5]([Cl:11])=[C:4]([Cl:12])[C:3]=1[CH2:13][N:14]1[C:15](=[O:25])[C:16]2=[CH:24][CH:23]=[CH:22][CH:21]=[C:17]2[C:18]1=[O:19]. Reported procedure: In a 3 liter, round-bottom flask equipped with a heating mantle, mechanical stirrer, thermometer, nitrogen inlet and condenser, 137 gms (0.5 mole) of 2,3,5,6-tetrachloro-p-xylylenediamine was dissolved at room temperature in 1 liter N-methyl-2-pyrrolidone (NMP). While stirring, 150 gms (1.0 mole) solid phthalic anhydride was added, the temperature rising to 47° C. The resulting greenish solution was heated to 180°-185° C. for 30 minutes, after which period crystallization took place. The hot mix... Reactants: CC[SiH](CC)CC, CCOC(=O)c1cc(C(=O)Cc2ccc(F)cc2)c[nH]1, O=C(O)C(F)(F)F. Yields the product CCOC(=O)c1cc(CCc2ccc(F)cc2)c[nH]1. Reaction SMILES: [CH2:1]([SiH:2]([CH2:3][CH3:4])[CH2:5][CH3:6])[CH3:7].[CH2:8]([CH3:9])[O:10][C:11](=[O:12])[c:13]1[nH:14][cH:15][c:16]([C:18]([CH2:19][c:20]2[cH:21][cH:22][c:23]([F:26])[cH:24][cH:25]2)=[O:27])[cH:17]1.[OH:28][C:29]([C:30]([F:31])([F:32])[F:33])=[O:34]>>[CH2:8]([CH3:9])[O:10][C:11](=[O:12])[c:13]1[nH:14][cH:15][c:16]([CH2:18][CH2:19][c:20]2[cH:21][cH:22][c:23]([F:26])[cH:24][cH:25]2)[cH:17]1.